The task is: describe an organic reaction: reactants, conditions, products, and yield. This data is from the Open Reaction Database (ORD), a public repository of structured organic reaction records. Reactants: C(C1=CC=CC=C1)OC1=CC=C(C(CNCCOC2=CC(=C(C=C2)C(N)=O)O)O)C=C1 (4-benzyloxy-α-[N-[2-(4-carbamoyl-3-hydroxy-phenoxy)-ethyl]-aminomethyl]-benzyl alcohol), [H][H] (hydrogen). Reagents/catalysts: [Pd] (palladium-on-charcoal). Run in O1CCOCC1 (dioxan). The product is C(N)(=O)C1=C(C=C(OCCNCC(C2=CC=C(C=C2)O)O)C=C1)O (α-[N-[2-(4-carbamoyl-3-hydroxy-phenoxy)-ethyl]-aminomethyl]-4-hydroxybenzyl alcohol). Reaction SMILES: C([O:8][C:9]1[CH:31]=[CH:30][C:12]([CH:13]([OH:29])[CH2:14][NH:15][CH2:16][CH2:17][O:18][C:19]2[CH:24]=[CH:23][C:22]([C:25](=[O:27])[NH2:26])=[C:21]([OH:28])[CH:20]=2)=[CH:11][CH:10]=1)C1C=CC=CC=1.[H][H]>O1CCOCC1.[Pd]>[C:25]([C:22]1[CH:23]=[CH:24][C:19]([O:18][CH2:17][CH2:16][NH:15][CH2:14][CH:13]([OH:29])[C:12]2[CH:30]=[CH:31][C:9]([OH:8])=[CH:10][CH:11]=2)=[CH:20][C:21]=1[OH:28])(=[O:27])[NH2:26]. Reported procedure: A solution of 8.7 g of 4-benzyloxy-α-[N-[2-(4-carbamoyl-3-hydroxy-phenoxy)-ethyl]-aminomethyl]-benzyl alcohol in 100 ml of dioxan is hydrogenated under normal conditions with the addition of 2 g of palladium-on-charcoal catalyst (5%) until 1 equivalent of hydrogen has been taken up. The product which has precipitated is brought into solution after adding 200 ml of methanol, by warming, the catalyst is filtered off and the filtrate is evaporated. Recrystallisation of the residue from isopropanol ... Reactants: C=1(N=C(N=C2C=CC3=C(C12)C=CN3)N)N (7-H-pyrrolo[3,2-f]quinazoline-1,3-diamine), ClC1=C(CCl)C=CC(=C1)Cl (2,4-dichlorobenzyl chloride), CN(C=O)C (dimethylformamide), CN(C=O)C (dimethylformamide), [H-].[Na+] (sodium hydride). Solvent: C(C)(=O)O (acetic acid). Run at time 1.5 hour. Yields the product ClC1=C(C=CC(=C1)Cl)CN1C=CC=2C3=C(N=C(N=C3C=CC21)N)N (7-[(2,4-Dichlorophenyl)methyl]-7H-pyrrolo[3,2-f]quinazoline-1,3-diamine). RXN SMILES: [C:1]1([NH2:15])[N:2]=[C:3]([NH2:14])[N:4]=[C:5]2[C:10]=1[C:9]1[CH:11]=[CH:12][NH:13][C:8]=1[CH:7]=[CH:6]2.CN(C)C=O.[H-].[Na+].[Cl:23][C:24]1[CH:31]=[C:30]([Cl:32])[CH:29]=[CH:28][C:25]=1[CH2:26]Cl>C(O)(=O)C>[Cl:23][C:24]1[CH:31]=[C:30]([Cl:32])[CH:29]=[CH:28][C:25]=1[CH2:26][N:13]1[C:8]2[CH:7]=[CH:6][C:5]3[C:10](=[C:1]([NH2:15])[N:2]=[C:3]([NH2:14])[N:4]=3)[C:9]=2[CH:11]=[CH:12]1 |f:2.3|. Reported procedure: A suspension of 7.97 g. of 7-H-pyrrolo[3,2-f]quinazoline-1,3-diamine in 500 ml. of dry dimethylformamide is stirred under nitrogen as 4.61 g. of ca. 50% sodium hydride-mineral oil dispersion is added carefully. After stirring for 1.5 hours, a solution of 8.99 g. of 2,4-dichlorobenzyl chloride in 30 ml. of dry dimethylformamide is added during ca. 10 minutes. Stirring is continued for 5 hours and then 25 ml. of glacial acetic acid is added to the reaction mixture. After removal of solvent (in vac... Starting materials: C(C)(C)C=1C(=NC(=NC1OC)OC)C(=O)C=1C=C(C=C(C1)C)C=CC#N (3-[3-(5-Isopropyl-2,6-dimethoxy-pyrimidine-4-carbonyl)-5-methyl-phenyl]-acrylonitrile). The solvent is C1CCOC1 (THF), C(C(=O)Cl)(=O)Cl (oxalyl chloride). Reaction conditions: time 8 hour. Yields the product C(C)(C)C1=C(NC(NC1=O)=O)C(=O)C=1C=C(C=C(C1)C)C=CC#N (3-[3-(5-Isopropyl-2,6-dioxo-1,2,3,6-tetrahydro-pyrimidine-4-carbonyl)-5-methyl-phenyl]-acrylonitrile). The yield is 54.7%. RXN SMILES: [CH:1]([C:4]1[C:5]([C:14]([C:16]2[CH:17]=[C:18]([CH:23]=[CH:24][C:25]#[N:26])[CH:19]=[C:20]([CH3:22])[CH:21]=2)=[O:15])=[N:6][C:7]([O:12]C)=[N:8][C:9]=1[O:10]C)([CH3:3])[CH3:2]>C1COCC1.C(Cl)(=O)C(Cl)=O>[CH:1]([C:4]1[C:9](=[O:10])[NH:8][C:7](=[O:12])[NH:6][C:5]=1[C:14]([C:16]1[CH:17]=[C:18]([CH:23]=[CH:24][C:25]#[N:26])[CH:19]=[C:20]([CH3:22])[CH:21]=1)=[O:15])([CH3:3])[CH3:2]. Procedure details: To a stirred solution of 3-[3-(5-Isopropyl-2,6-dimethoxy-pyrimidine-4-carbonyl)-5-methyl-phenyl]-acrylonitrile (5.36 g, 15.27 mmol) in anhydrous THF (50 ml), oxalyl chloride (25 ml) was added. The mixture was then refluxed with vigorous stirring for overnight. After cooling to room temperature, the mixture was evaporated in vacuo and the residue was purified by silica gel column chromatography (eluent, EA: hexanes (from 1:1 to 4:1)) to afford 2.7 g (55%) of a white solid. m.p. 233-235° C.; 1H NM... The reactants are C(C)N1C=C(C(C2=CC(=C(C(=C12)F)F)F)=O)C(=O)O (1-ethyl-6,7,8-trifluoro-1,4-dihydro-4-oxoquinoline-3-carboxylic acid), CNCCC1CNCCO1 (2-(2-methylaminoethyl)morpholine). Yields the product C(C)N1C=C(C(C2=CC(=C(C(=C12)F)N1CC(OCC1)CCNC)F)=O)C(=O)O (1-ethyl-6,8-difluoro-1,4-dihydro-7-[2-(2-methylaminoethyl)morpholino]-4-oxoquinoline-3-carboxylic acid). As a reaction SMILES: [CH2:1]([N:3]1[C:12]2[C:7](=[CH:8][C:9]([F:15])=[C:10](F)[C:11]=2[F:13])[C:6](=[O:16])[C:5]([C:17]([OH:19])=[O:18])=[CH:4]1)[CH3:2].[CH3:20][NH:21][CH2:22][CH2:23][CH:24]1[O:29][CH2:28][CH2:27][NH:26][CH2:25]1>>[CH2:1]([N:3]1[C:12]2[C:7](=[CH:8][C:9]([F:15])=[C:10]([N:26]3[CH2:27][CH2:28][O:29][CH:24]([CH2:23][CH2:22][NH:21][CH3:20])[CH2:25]3)[C:11]=2[F:13])[C:6](=[O:16])[C:5]([C:17]([OH:19])=[O:18])=[CH:4]1)[CH3:2]. Procedure: By the use of 1-ethyl-6,7,8-trifluoro-1,4-dihydro-4-oxoquinoline-3-carboxylic acid and 2-(2-methylaminoethyl)morpholine, the reaction is similarly carried out as Example 1 to give 1-ethyl-6,8-difluoro-1,4-dihydro-7-[2-(2-methylaminoethyl)morpholino]-4-oxoquinoline-3-carboxylic acid.